describe an organic reaction: reactants, conditions, products, and yield From a dataset of the Open Reaction Database (ORD), a public repository of structured organic reaction records. The reactants are C=C(C)Cc1c(OC)ccc(C=O)c1OCOC, CC(C)O, Cc1ccccc1, Cl. Yields the product COc1ccc(C=O)c2c1CC(C)(C)O2. As a reaction SMILES: [CH3:1][O:2][c:3]1[c:4]([CH2:15][C:16](=[CH2:17])[CH3:18])[c:5]([O:11][CH2:12][O:13][CH3:14])[c:6]([CH:7]=[O:8])[cH:9][cH:10]1.[CH3:20][CH:21]([OH:22])[CH3:23].[CH3:24][c:25]1[cH:26][cH:27][cH:28][cH:29][cH:30]1.[ClH:19]>>[CH3:1][O:2][c:3]1[c:4]2[c:5]([c:6]([CH:7]=[O:8])[cH:9][cH:10]1)[O:11][C:16]([CH3:17])([CH3:18])[CH2:15]2. Starting materials: CC=C(c1cc(OC)cc(OC)c1)c1ccc(OC)c([N+](=O)[O-])c1, CCO, CCOC(C)=O, [Na+], [OH-], O. The product is CC=C(c1cc(OC)cc(OC)c1)c1ccc(OC)c(N)c1. Reaction SMILES: [CH3:1][O:2][c:3]1[cH:4][c:5]([C:11](=[CH:12][CH3:13])[c:14]2[cH:15][c:16]([N+:22]([O-:23])=[O:24])[c:17]([O:20][CH3:21])[cH:18][cH:19]2)[cH:6][c:7]([O:9][CH3:10])[cH:8]1.[CH3:28][CH2:29][OH:30].[CH3:31][CH2:32][O:33][C:34](=[O:35])[CH3:36].[Na+:27].[OH-:26].[OH2:25]>>[CH3:1][O:2][c:3]1[cH:4][c:5]([C:11](=[CH:12][CH3:13])[c:14]2[cH:15][c:16]([NH2:22])[c:17]([O:20][CH3:21])[cH:18][cH:19]2)[cH:6][c:7]([O:9][CH3:10])[cH:8]1.